From a dataset of the Open Reaction Database (ORD), a public repository of structured organic reaction records. describe an organic reaction: reactants, conditions, products, and yield Starting materials: S(=O)(Cl)Cl (Thionyl chloride), COC=1C=C(C=CC1)CC(=O)N (3-Methoxyphenylacetamide). Run in CN(C=O)C (dimethylformamide). Reaction conditions: time 2 hour. Product: COC=1C=C(C=CC1)CC#N (3-methoxyphenylacetonitrile). RXN SMILES: S(Cl)(Cl)=O.[CH3:5][O:6][C:7]1[CH:8]=[C:9]([CH2:13][C:14]([NH2:16])=O)[CH:10]=[CH:11][CH:12]=1>CN(C)C=O>[CH3:5][O:6][C:7]1[CH:8]=[C:9]([CH2:13][C:14]#[N:16])[CH:10]=[CH:11][CH:12]=1. Procedure details: Thionyl chloride (1249 ml) was added dropwise to dry dimethylformamide (400 ml) stirring at 0°-5° C. under nitrogen over a period of about 2 hours. 3-Methoxyphenylacetamide (403.7 g) was added portionwise over a period of 45 minutes to the above solution under nitrogen maintaining the temperature between 0°-5° C. The reaction mixture was then stirred at 0°-5° C. for a further 2 hours. The reaction mixture was poured carefully onto ice/water (6 l). The aqueous mixture was extracted with ether. Th... The reactants are C(C)OC(=O)C1=C(C=2N(N(C1=O)CC1=CC3=CC=CC=C3C=C1)C=CC2)O (4-hydroxy-1-naphthalen-2-ylmethyl-2-oxo-1,2-dihydro-pyrrolo[1,2-b]pyridazine-3-carboxylic acid ethyl ester), NCC(=O)[O-].[Na+] (sodium glycinate). The product is OC=1C=2N(N(C(C1C(=O)NCC(=O)O)=O)CC1=CC3=CC=CC=C3C=C1)C=CC2 ([(4-Hydroxy-1-naphthalen-2-ylmethyl-2-oxo-1,2-dihydro-pyrrolo[1,2-b]pyridazine-3-carbonyl)-amino]-acetic acid). Reaction SMILES: C(O[C:4]([C:6]1[C:11](=[O:12])[N:10]([CH2:13][C:14]2[CH:23]=[CH:22][C:21]3[C:16](=[CH:17][CH:18]=[CH:19][CH:20]=3)[CH:15]=2)[N:9]2[CH:24]=[CH:25][CH:26]=[C:8]2[C:7]=1[OH:27])=[O:5])C.[NH2:28][CH2:29][C:30]([O-:32])=[O:31].[Na+]>>[OH:27][C:7]1[C:8]2[N:9]([CH:24]=[CH:25][CH:26]=2)[N:10]([CH2:13][C:14]2[CH:23]=[CH:22][C:21]3[C:16](=[CH:17][CH:18]=[CH:19][CH:20]=3)[CH:15]=2)[C:11](=[O:12])[C:6]=1[C:4]([NH:28][CH2:29][C:30]([OH:32])=[O:31])=[O:5] |f:1.2|. Reported procedure: Prepared according to the glycinolysis condition used in Example 1 step d) from 4-hydroxy-1-naphthalen-2-ylmethyl-2-oxo-1,2-dihydro-pyrrolo[1,2-b]pyridazine-3-carboxylic acid ethyl ester (1.0 eq.) and sodium glycinate (15 eq.). ESI (m/z): 392 (M+H)+.